Dataset: the Open Reaction Database (ORD), a public repository of structured organic reaction records. Task: describe an organic reaction: reactants, conditions, products, and yield The reactants are Cl (hydrochloric acid), C12(CCCCCC1)OC1=C(C2=O)C=CC=C1 (spiro[benzofuran-2(3H),1'-cycloheptane]-3-one), C(C)O (ethanol), Cl.NO (hydroxylamine hydrochloride). The solvent is N1=CC=CC=C1 (pyridine). The product is C1\2(CCCCCC1)OC1=C(/C2=N/O)C=CC=C1 ((Z)-Spiro[benzofuran-2(3H),1'-cycloheptan]-3-one oxime). Yield: 63.0%. As a reaction SMILES: [C:1]12([C:11](=O)[C:10]3[CH:13]=[CH:14][CH:15]=[CH:16][C:9]=3[O:8]1)[CH2:7][CH2:6][CH2:5][CH2:4][CH2:3][CH2:2]2.C(O)C.Cl.[NH2:21][OH:22].Cl>N1C=CC=CC=1>[C:1]12([O:8][C:9]3[CH:16]=[CH:15][CH:14]=[CH:13][C:10]=3/[C:11]/1=[N:21]/[OH:22])[CH2:7][CH2:6][CH2:5][CH2:4][CH2:3][CH2:2]2 |f:2.3|. Reported procedure: A mixture of 10.81 g of spiro[benzofuran-2(3H),1'-cycloheptane]-3-one, 100 ml of absolute ethanol, 34.75 g of hydroxylamine hydrochloride and 100 ml of pyridine was heated at reflux overnight under nitrogen and thereafter cooled to room temperature. The mixture was poured into 500 ml of 2N aqueous hydrochloric acid and extracted with hexane (2×200 ml). The combined hexane extracts were washed with 2N hydrochloric acid (100 ml), distilled water (100 ml) and saturated sodium chloride solution (100... The reactants are CC(=O)O, CCO, CSc1cc(O)ccc1[N+](=O)[O-], [Fe]. Yields the product CSc1cc(O)ccc1N. As a reaction SMILES: [CH3:13][C:14](=[O:15])[OH:16].[CH3:17][CH2:18][OH:19].[CH3:1][S:2][c:3]1[cH:4][c:5]([OH:12])[cH:6][cH:7][c:8]1[N+:9]([O-:10])=[O:11].[Fe:20]>>[CH3:1][S:2][c:3]1[cH:4][c:5]([OH:12])[cH:6][cH:7][c:8]1[NH2:9]. The reactants are C1CNCCN1, CC#N, Clc1ccc(-c2ccccn2)nn1. Product: c1ccc(-c2ccc(N3CCNCC3)nn2)nc1. Reaction SMILES: [CH2:14]1[CH2:15][NH:16][CH2:17][CH2:18][NH:19]1.[CH3:20][C:21]#[N:22].[Cl:1][c:2]1[n:3][n:4][c:5](-[c:8]2[n:9][cH:10][cH:11][cH:12][cH:13]2)[cH:6][cH:7]1>>[c:2]1([N:16]2[CH2:15][CH2:14][NH:19][CH2:18][CH2:17]2)[n:3][n:4][c:5](-[c:8]2[n:9][cH:10][cH:11][cH:12][cH:13]2)[cH:6][cH:7]1.